From a dataset of the Open Reaction Database (ORD), a public repository of structured organic reaction records. describe an organic reaction: reactants, conditions, products, and yield Starting materials: IC1=CC=C(C=C1)S(=O)(=O)Cl (p-Iodobenzenesulfonyl chloride), O (water), [F-].[K+] (Potassium fluoride), O (water). The solvent is CC(=O)C (acetone). Yields the product IC1=CC=C(C=C1)S(=O)(=O)F (p-iodobenzenesulfonyl fluoride). As a reaction SMILES: [I:1][C:2]1[CH:7]=[CH:6][C:5]([S:8](Cl)(=[O:10])=[O:9])=[CH:4][CH:3]=1.O.[F-:13].[K+]>CC(C)=O>[I:1][C:2]1[CH:7]=[CH:6][C:5]([S:8]([F:13])(=[O:10])=[O:9])=[CH:4][CH:3]=1 |f:2.3|. Reported procedure: p-Iodobenzenesulfonyl chloride (593 g, 1.96 mol), prepared as described in Example 1(a) above, is dissolved in 2.5 L of acetone and placed in a 5 L three-neck round-bottom flask fitted with a heating mantle, mechanical stirring and a water-cooled condenser. Potassium fluoride (126 g, 2.17 mol) and about 25 mL of water is added and the reaction is heated at reflux for approximately 5 hours. On cooling, the reaction mass is filtered and the solvent removed to provide a crude solid, which on purifi... Reactants: C(C)N1C(C=2C(C1=O)=CC(=CC2)[N+](=O)[O-])=O (N-Ethyl-4-nitrophthalimide). Reagents/catalysts: [Ni] (Raney nickel). Run in C(C)O (ethanol). Yields the product NC=1C=C2C(C(=O)N(C2=O)CC)=CC1 (4-amino-N-ethylphthalimide). Reaction SMILES: [CH2:1]([N:3]1[C:7](=[O:8])[C:6]2=[CH:9][C:10]([N+:13]([O-])=O)=[CH:11][CH:12]=[C:5]2[C:4]1=[O:16])[CH3:2]>[Ni].C(O)C>[NH2:13][C:10]1[CH:9]=[C:6]2[C:7](=[O:8])[N:3]([CH2:1][CH3:2])[C:4](=[O:16])[C:5]2=[CH:12][CH:11]=1. Procedure details: N-Ethyl-4-nitrophthalimide (28.0 g.) is hydrogenated in 400 ml. of ethanol and in the presence of Raney nickel catalyst (10 g.) at 100° C. and 1500 psi. pressure. The reaction mixture is filtered to remove the catalyst and the filtrate is concentrated to yield the product, 4-amino-N-ethylphthalimide, which is recrystallized from methanol-water mixture. It melts at 169°-171° C. The reactants are ClC=1C(=NC=CC1)N1N=C(C=C1C(=O)OC)CO (Methyl 1-(3-chloropyridin-2-yl)-3-(hydroxymethyl)-1H-pyrazole-5-carboxylate), O=S(Cl)Cl (SOCl2). Run in C(Cl)Cl (CH2Cl2), C(Cl)Cl (CH2Cl2). Conditions: temperature 5 celsius, time 4 hour. Product: ClCC1=NN(C(=C1)C(=O)OC)C1=NC=CC=C1Cl (Methyl 3-(chloromethyl)-1-(3-chloropyridin-2-yl)-1H-pyrazole-5-carboxylate). Reaction SMILES: [Cl:1][C:2]1[C:3]([N:8]2[C:12]([C:13]([O:15][CH3:16])=[O:14])=[CH:11][C:10]([CH2:17]O)=[N:9]2)=[N:4][CH:5]=[CH:6][CH:7]=1.O=S(Cl)[Cl:21]>C(Cl)Cl>[Cl:21][CH2:17][C:10]1[CH:11]=[C:12]([C:13]([O:15][CH3:16])=[O:14])[N:8]([C:3]2[C:2]([Cl:1])=[CH:7][CH:6]=[CH:5][N:4]=2)[N:9]=1. Reported procedure: Methyl 1-(3-chloropyridin-2-yl)-3-(hydroxymethyl)-1H-pyrazole-5-carboxylate (26.7 g, 0.1 mol) was dissolved in 150 ml of CH2Cl2 and the solution was cooled to 5° C. SOCl2 (0.12 mol) in 30 ml of CH2Cl2 was slowly added dropwise at this temperature. The mixture was stirred at 40° C. for a further 4 h and concentrated under reduced pressure. The product can be used further without purification. The reactants are O=C1CCC(=O)N1Br, N#CC1(c2ccc(-c3cnc(N)cn3)cc2)CCOCC1, CN(C)C=O. The product is N#CC1(c2ccc(-c3cnc(N)c(Br)n3)cc2)CCOCC1. As a reaction SMILES: [Br:22][N:23]1[C:24](=[O:25])[CH2:26][CH2:27][C:28]1=[O:29].[NH2:1][c:2]1[n:3][cH:4][c:5](-[c:8]2[cH:9][cH:10][c:11]([C:14]3([C:20]#[N:21])[CH2:15][CH2:16][O:17][CH2:18][CH2:19]3)[cH:12][cH:13]2)[n:6][cH:7]1.[O:30]=[CH:31][N:32]([CH3:33])[CH3:34]>>[NH2:1][c:2]1[n:3][cH:4][c:5](-[c:8]2[cH:9][cH:10][c:11]([C:14]3([C:20]#[N:21])[CH2:15][CH2:16][O:17][CH2:18][CH2:19]3)[cH:12][cH:13]2)[n:6][c:7]1[Br:22]. Starting materials: ClC1=C(C=C(C=2N=C(NC21)C(C(F)(F)F)(F)F)[N+](=O)[O-])C#N (4-Chloro-7-nitro-5-cyano-2-pentafluoroethylbenzimidazole), [Na] (sodium), CC(CC#CC)O (4-hexyn-2-ol). Yields the product CC(CC#CC)OC1=C(C=C(C=2N=C(NC21)C(C(F)(F)F)(F)F)[N+](=O)[O-])C#N (4-(1-methyl-3-pentyn-1-yloxy)-7-nitro-5-cyano-2-pentafluoroethylbenzimidazole). As a reaction SMILES: Cl[C:2]1[C:10]2[NH:9][C:8]([C:11]([F:17])([F:16])[C:12]([F:15])([F:14])[F:13])=[N:7][C:6]=2[C:5]([N+:18]([O-:20])=[O:19])=[CH:4][C:3]=1[C:21]#[N:22].[Na].[CH3:24][CH:25]([OH:30])[CH2:26][C:27]#[C:28][CH3:29]>>[CH3:24][CH:25]([O:30][C:2]1[C:10]2[NH:9][C:8]([C:11]([F:17])([F:16])[C:12]([F:15])([F:14])[F:13])=[N:7][C:6]=2[C:5]([N+:18]([O-:20])=[O:19])=[CH:4][C:3]=1[C:21]#[N:22])[CH2:26][C:27]#[C:28][CH3:29] |^1:22|. Procedure details: 4-Chloro-7-nitro-5-cyano-2-pentafluoroethylbenzimidazole is reacted with the sodium derivative of 4-hexyn-2-ol to obtain 4-(1-methyl-3-pentyn-1-yloxy)-7-nitro-5-cyano-2-pentafluoroethylbenzimidazole, m.w., 402.3. Yields the product O=C(c1cc([N+](=O)[O-])ccc1N1CCOCC1)N1CCN(c2nc3ccc(Cl)cc3s2)CC1. RXN SMILES: [CH2:24]([N:25]([CH:26]([CH3:27])[CH3:28])[CH:29]([CH3:30])[CH3:31])[CH3:32].[CH3:19][N:20]([CH3:21])[CH:22]=[O:23].[Cl:33][c:34]1[cH:35][c:36]2[c:37]([n:38][c:39]([N:41]3[CH2:42][CH2:43][NH:44][CH2:45][CH2:46]3)[s:40]2)[cH:47][cH:48]1.[O:1]1[CH2:2][CH2:3][N:4]([c:7]2[c:8]([C:9](=[O:10])[OH:11])[cH:12][c:13]([N+:16](=[O:17])[O-:18])[cH:14][cH:15]2)[CH2:5][CH2:6]1>>[O:1]1[CH2:2][CH2:3][N:4]([c:7]2[c:8]([C:9](=[O:11])[N:44]3[CH2:43][CH2:42][N:41]([c:39]4[n:38][c:37]5[c:36]([cH:35][c:34]([Cl:33])[cH:48][cH:47]5)[s:40]4)[CH2:46][CH2:45]3)[cH:12][c:13]([N+:16](=[O:17])[O-:18])[cH:14][cH:15]2)[CH2:5][CH2:6]1. Starting materials: CCN(C(C)C)C(C)C, CN(C)C=O, Clc1ccc2nc(N3CCNCC3)sc2c1, O=C(O)c1cc([N+](=O)[O-])ccc1N1CCOCC1.